From a dataset of the Open Reaction Database (ORD), a public repository of structured organic reaction records. describe an organic reaction: reactants, conditions, products, and yield The reactants are Cl.CN(CCCN=C=NCC)C (1-(3-dimethylaminopropyl)-3-ethylcarbodiimide hydrochloride), C(C)O (ethanol), IC1=NC=C(C(=O)O)C=C1 (6-iodonicotinic acid). Reagents/catalysts: CN(C1=CC=NC=C1)C (4-dimethylaminopyridine). Run in ClCCl (dichloromethane), ClCCl (dichloromethane). Run at temperature 50 celsius. Product: IC1=NC=C(C(=O)OCC)C=C1 (Ethyl 6-iodonicotinoate). Reaction SMILES: [I:1][C:2]1[CH:10]=[CH:9][C:5]([C:6]([OH:8])=[O:7])=[CH:4][N:3]=1.Cl.CN(C)[CH2:14][CH2:15]CN=C=NCC.C(O)C>ClCCl.CN(C)C1C=CN=CC=1>[I:1][C:2]1[CH:10]=[CH:9][C:5]([C:6]([O:8][CH2:14][CH3:15])=[O:7])=[CH:4][N:3]=1 |f:1.2|. Reported procedure: To a suspension of 23.38 g (94.2 mmol) of 6-iodonicotinic acid in 100 ml of dichloromethane was added a solution of 19.86 g (103.6 mmol) of 1-(3-dimethylaminopropyl)-3-ethylcarbodiimide hydrochloride in 250 ml of dichloromethane. To this suspension was added 12.40 g (15.8 ml, 269.3 mmol) of ethanol (95%) and 1.15 g (9.4 mmol) of 4-dimethylaminopyridine. The resulting solution mixture was then heated at 50° C. in an oil bath for 24.5 hours, concentrated in vacuo, partitioned between 200 ml of wat... Reactants: CC=1C=CC(=CC1)C(=O)C2=CC=C(N2C)CC(=O)[O-].[Na+] (tolmetin sodium), CC(=C)C(=O)OC (Eudragit). Run in C(C)O.ClCCl.O (ethanol dichloromethane water). The product is CC=1C=CC(=CC1)C(=O)C2=CC=C(N2C)CC(=O)[O-].[Na+].CC(=C)C(=O)OC (tolmetin sodium Eudragit). RXN SMILES: [CH3:1][C:2]1[CH:3]=[CH:4][C:5]([C:8]([C:10]2[N:14]([CH3:15])[C:13]([CH2:16][C:17]([O-:19])=[O:18])=[CH:12][CH:11]=2)=[O:9])=[CH:6][CH:7]=1.[Na+:20].[CH3:21][C:22]([C:24]([O:26][CH3:27])=[O:25])=[CH2:23]>C(O)C.ClCCl.O>[CH3:1][C:2]1[CH:3]=[CH:4][C:5]([C:8]([C:10]2[N:14]([CH3:15])[C:13]([CH2:16][C:17]([O-:19])=[O:18])=[CH:12][CH:11]=2)=[O:9])=[CH:6][CH:7]=1.[Na+:20].[CH3:23][C:22]([C:24]([O:26][CH3:27])=[O:25])=[CH2:21] |f:0.1,3.4.5,6.7.8|. Reported procedure: Separately, 10 g of tolmetin sodium and 10 g of Eudragit L100-55 were dissolved in 500 ml of ethanol/dichloromethane/water mixed liquid (45:45:10) and the solution was spray dried to provide a tolmetin sodium-Eudragit L100-55 complex. The reactants are C(C)(C)(C)[Mg]Cl (tert-butylmagnesium chloride), ClC1=C(C2=CC=CC=C2C=C1)OP(=O)=N[C@H](C(=O)OC(C)C)C ((2S)-isopropyl 2-(chloro(naphthalen-1-yloxy)phosphorylamino)propanoate), C(C)(C)(C)[Mg]Cl (tert-butylmagnesium chloride), F[C@]1([C@@H](O[C@@]([C@H]1O)(CO)F)N1C(NC(C=C1)=O)=O)C (1-((2R,3R,4S,5S)-3,5-difluoro-4-hydroxy-5-(hydroxymethyl)-3-methyltetrahydrofuran-2-yl)pyrimidine-2,4(1H,3H)-dione), ClC1=C(C2=CC=CC=C2C=C1)OP(=O)=N[C@H](C(=O)OC(C)C)C ((2S)-isopropyl 2-(chloro(naphthalen-1-yloxy)phosphorylamino)propanoate), CO (Methanol). The solvent is C1CCOC1 (THF), C1CCOC1 (THF), C1CCOC1 (THF), C1CCOC1 (THF), C1CCOC1 (THF). Reaction conditions: time 15 minute. Yields the product C(C)(C)OC([C@H](C)N=P(=O)OC1=C(C=CC2=CC=CC=C12)OC[C@]1(O[C@H]([C@]([C@@H]1O)(C)F)N1C(NC(C=C1)=O)=O)F)=O ((S)-2-[[(2S,3S,4R,5R)-5-(2,4-dioxo-3,4-dihydro-2H-pyrimidin-1-yl)-2,4-difluoro-3-hydroxy-4-methyl-tetrahydro-furan-2-ylmethoxy]-(naphthalen-1-yloxy)-phosphorylamino]-propionic acid isopropyl ester). The yield is 62.3%. As a reaction SMILES: [F:1][C@:2]1([CH3:19])[C@H:6]([OH:7])[C@@:5]([F:10])([CH2:8][OH:9])[O:4][C@H:3]1[N:11]1[CH:16]=[CH:15][C:14](=[O:17])[NH:13][C:12]1=[O:18].C([Mg]Cl)(C)(C)C.Cl[C:27]1[CH:36]=[CH:35][C:34]2[C:29](=[CH:30][CH:31]=[CH:32][CH:33]=2)[C:28]=1[O:37][P:38](=[N:40][C@@H:41]([CH3:48])[C:42]([O:44][CH:45]([CH3:47])[CH3:46])=[O:43])=[O:39].CO>C1COCC1>[CH:45]([O:44][C:42](=[O:43])[C@@H:41]([N:40]=[P:38]([O:37][C:28]1[C:29]2[C:34](=[CH:33][CH:32]=[CH:31][CH:30]=2)[CH:35]=[CH:36][C:27]=1[O:9][CH2:8][C@:5]1([F:10])[C@@H:6]([OH:7])[C@:2]([F:1])([CH3:19])[C@H:3]([N:11]2[CH:16]=[CH:15][C:14](=[O:17])[NH:13][C:12]2=[O:18])[O:4]1)=[O:39])[CH3:48])([CH3:46])[CH3:47]. Procedure: To a solution of chiral 1-((2R,3R,4S,5S)-3,5-difluoro-4-hydroxy-5-(hydroxymethyl)-3-methyltetrahydrofuran-2-yl)pyrimidine-2,4(1H,3H)-dione (150 mg, 539 μmol) prepared in Preparation 6 in THF (24 ml) was added a THF solution (Aldrich, 1 M) of tert-butylmagnesium chloride (1.35 mL, 1.35 mmol) dropwise. The mixture was stirred at room temperature for 15 min, followed by the addition of THF solution (0.5 M) of (2S)-isopropyl 2-(chloro(naphthalen-1-yloxy)phosphorylamino)propanoate (2.7 mL, 1.35 mmol)... Starting materials: C([O-])([O-])=O.[K+].[K+] (potassium carbonate), ClCCl (dichloromethane), BrC=1N=C(N2C1C(=NC=C2)C)[C@@H]2CC[C@H](CC2)N2CCN(CC2)C (1-bromo-8-methyl-3-((trans)-4-(4-methylpiperazin-1-yl)cyclohexyl)imidazo[1,5-a]pyrazine), COC1=C(N)C=CC(=C1)B1OC(C(O1)(C)C)(C)C (2-methoxy-4-(4,4,5,5-tetramethyl-1,3,2-dioxaborolan-2-yl)aniline). Solvent: O1CCOCC1 (dioxane), C(C)#N (acetonitrile). Run at temperature 89 celsius. Product: COC1=C(N)C=CC(=C1)C=1N=C(N2C1C(=NC=C2)C)[C@@H]2CC[C@H](CC2)N2CCN(CC2)C (2-methoxy-4-(8-methyl-3-((trans)-4-(4-methylpiperazin-1-yl)cyclohexyl)imidazo[1,5-a]pyrazin-1-yl)aniline). The yield is 37.1%. Reaction SMILES: Br[C:2]1[N:3]=[C:4]([C@H:12]2[CH2:17][CH2:16][C@H:15]([N:18]3[CH2:23][CH2:22][N:21]([CH3:24])[CH2:20][CH2:19]3)[CH2:14][CH2:13]2)[N:5]2[CH:10]=[CH:9][N:8]=[C:7]([CH3:11])[C:6]=12.[CH3:25][O:26][C:27]1[CH:33]=[C:32](B2OC(C)(C)C(C)(C)O2)[CH:31]=[CH:30][C:28]=1[NH2:29].C(=O)([O-])[O-].[K+].[K+].ClCCl>O1CCOCC1.C(#N)C>[CH3:25][O:26][C:27]1[CH:33]=[C:32]([C:2]2[N:3]=[C:4]([C@H:12]3[CH2:17][CH2:16][C@H:15]([N:18]4[CH2:23][CH2:22][N:21]([CH3:24])[CH2:20][CH2:19]4)[CH2:14][CH2:13]3)[N:5]3[CH:10]=[CH:9][N:8]=[C:7]([CH3:11])[C:6]=23)[CH:31]=[CH:30][C:28]=1[NH2:29] |f:2.3.4|. Procedure details: To a suspension of 1-bromo-8-methyl-3-((trans)-4-(4-methylpiperazin-1-yl)cyclohexyl)imidazo[1,5-a]pyrazine (0.714 mmol, 280 mg) and 2-methoxy-4-(4,4,5,5-tetramethyl-1,3,2-dioxaborolan-2-yl)aniline (0.714 mmol, 178 mg) in dioxane (5 mL) was added aqueous 2M potassium carbonate (3.57 mmol, 1.78 mL). The mixture was degassed and put under a nitrogen atmosphere. Then 1,1′-bis(diphenylphosphino)ferrocene palladium (II) chloride complex with dichloromethane (0.050 mmol, 40.4 mg) was added and the reac... Reactants: NC1=C(C=CC(=C1)F)O (2-amino-4-fluorophenol), C(=O)(N1C=NC=C1)N1C=NC=C1 (carbonyldiimidazole). Run in C(Cl)Cl (DCM), C(C)#N (acetonitrile). Product: FC=1C=CC2=C(NC(O2)=O)C1 (5-Fluoro-1,3-benzoxazol-2(3H)-one). RXN SMILES: [NH2:1][C:2]1[CH:7]=[C:6]([F:8])[CH:5]=[CH:4][C:3]=1[OH:9].[C:10](N1C=CN=C1)(N1C=CN=C1)=[O:11]>C(Cl)Cl.C(#N)C>[F:8][C:6]1[CH:5]=[CH:4][C:3]2[O:9][C:10](=[O:11])[NH:1][C:2]=2[CH:7]=1. Procedure: A solution of 2-amino-4-fluorophenol (4.0 g), carbonyldiimidazole (1.7 g) in DCM (100 ml) and acetonitrile (30 ml) was stirred at RT for 5 h. The solvent was removed under reduced pressure and the residue purified by chromatography on silica eluting with 30% ethylacetate/isohexane, yield 4.0 g. Starting materials: CCc1cc(-c2cccc(C(=O)O)n2)c(C)[nH]c1=O, C1CCNC1. Product: CCc1cc(-c2cccc(C(=O)N3CCCC3)n2)c(C)[nH]c1=O. As a reaction SMILES: [CH2:1]([CH3:2])[c:3]1[cH:4][c:5](-[c:11]2[n:12][c:13]([C:17](=[O:18])[OH:19])[cH:14][cH:15][cH:16]2)[c:6]([CH3:10])[nH:7][c:8]1=[O:9].[CH2:20]1[CH2:21][CH2:22][NH:23][CH2:24]1>>[CH2:1]([CH3:2])[c:3]1[cH:4][c:5](-[c:11]2[n:12][c:13]([C:17](=[O:19])[N:23]3[CH2:22][CH2:21][CH2:20][CH2:24]3)[cH:14][cH:15][cH:16]2)[c:6]([CH3:10])[nH:7][c:8]1=[O:9]. Reaction SMILES: [C:1](#[N:2])[c:3]1[c:4]([O:5][CH2:6][CH:7]([CH2:8][Cl:9])[OH:10])[cH:11][cH:12][c:13]([C:16]([CH:17]([CH2:18][CH2:19][CH2:20][CH3:21])[CH2:22][CH3:23])=[O:24])[c:14]1[NH2:15].[CH3:25][CH:26]([CH3:27])[NH2:28].[CH3:29][CH2:30][OH:31]>>[C:1](#[N:2])[c:3]1[c:4]([O:5][CH2:6][CH:7]([CH2:8][NH:28][CH:26]([CH3:25])[CH3:27])[OH:10])[cH:11][cH:12][c:13]([C:16]([CH:17]([CH2:18][CH2:19][CH2:20][CH3:21])[CH2:22][CH3:23])=[O:24])[c:14]1[NH2:15].[ClH:9]. The product is CCCCC(CC)C(=O)c1ccc(OCC(O)CNC(C)C)c(C#N)c1N, Cl. The reactants are CCCCC(CC)C(=O)c1ccc(OCC(O)CCl)c(C#N)c1N, CC(C)N, CCO.